From a dataset of the Open Reaction Database (ORD), a public repository of structured organic reaction records. describe an organic reaction: reactants, conditions, products, and yield Reactants: C(C)(C)(C)C1=CC=C(COC=2C=C(C=O)C=CC2)C=C1 (3-[4-(t-butyl)benzyloxy]benzaldehyde), S1C(=S)NC(=O)C1 (rhodanine), C(C)(=O)[O-].[Na+] (sodium acetate). Run in C(C)(=O)O (acetic acid). The product is C(C)(C)(C)C1=CC=C(C=C1)COC=1C=C(C=CC1)C=C1C(NC(S1)=S)=O (5-[[3-[[4-(t-butyl)phenyl]methoxy]phenyl]methylene]-2-thioxo-4-thiazolidinone). As a reaction SMILES: [C:1]([C:5]1[CH:20]=[CH:19][C:8]([CH2:9][O:10][C:11]2[CH:12]=[C:13]([CH:16]=[CH:17][CH:18]=2)[CH:14]=O)=[CH:7][CH:6]=1)([CH3:4])([CH3:3])[CH3:2].[S:21]1[CH2:27][C:25](=[O:26])[NH:24][C:22]1=[S:23].C([O-])(=O)C.[Na+]>C(O)(=O)C>[C:1]([C:5]1[CH:20]=[CH:19][C:8]([CH2:9][O:10][C:11]2[CH:12]=[C:13]([CH:14]=[C:27]3[S:21][C:22](=[S:23])[NH:24][C:25]3=[O:26])[CH:16]=[CH:17][CH:18]=2)=[CH:7][CH:6]=1)([CH3:4])([CH3:3])[CH3:2] |f:2.3|. Reported procedure: The 3-[4-(t-butyl)benzyloxy]benzaldehyde (2 g, 7.5 mmol) was coupled to rhodanine (1.19 g, 9 mmol) by reacting the two in the presence of sodium acetate (2.42 g, 29 mmol) and acetic acid. The mixutre was heated to reflux and then refluxed overnight. Reactants: CCO, CC=CC1(C)COC(=O)C(C)C1CC, [H][H]. Product: CCCC1(C)COC(=O)C(C)C1CC. Reaction SMILES: [CH3:17][CH2:18][OH:19].[CH3:1][CH:2]1[C:3](=[O:4])[O:5][CH2:6][C:7]([CH:11]=[CH:12][CH3:13])([CH3:14])[CH:8]1[CH2:9][CH3:10].[H:15][H:16]>>[CH3:1][CH:2]1[C:3](=[O:4])[O:5][CH2:6][C:7]([CH2:11][CH2:12][CH3:13])([CH3:14])[CH:8]1[CH2:9][CH3:10].